describe an organic reaction: reactants, conditions, products, and yield From a dataset of the Open Reaction Database (ORD), a public repository of structured organic reaction records. Reactants: C(C)N1C2=C(N(C(C3=C1N=CC(=C3)I)=O)C)C=CC=N2 (5,11-dihydro-11-ethyl-8-iodo-5-methyl-6H-dipyrido[3,2-b:2',3'-e][1,4]diazepin-6-one), CC=1C=C(C=C)C=CC1 (3-methylstyrene), C([O-])(O)=O.[Na+] (sodium bicarbonate). Reagents/catalysts: [Cl-].C(CCC)[N+](CCCC)(CCCC)CCCC (tetrabutylammonium chloride), C(C)(=O)[O-].[Pd+2].C(C)(=O)[O-] (palladium acetate). The solvent is CN(C=O)C (N,N-dimethylformamide), O (water). Reaction conditions: temperature 90 celsius. Product: C(C)N1C2=C(N(C(C3=C1N=CC(=C3)C=CC=3C=C(C=CC3)C)=O)C)C=CC=N2 (5,11-Dihydro-11-ethyl-5-methyl-8-[2-(3-tolyl)ethen-1-yl]-6H-dipyrido[3,2-b:2',3'-e][1,4]diazepin-6-one). The yield is 87.7%. Reaction SMILES: [CH2:1]([N:3]1[C:9]2[N:10]=[CH:11][C:12](I)=[CH:13][C:8]=2[C:7](=[O:15])[N:6]([CH3:16])[C:5]2[CH:17]=[CH:18][CH:19]=[N:20][C:4]1=2)[CH3:2].[CH3:21][C:22]1[CH:23]=[C:24]([CH:27]=[CH:28][CH:29]=1)[CH:25]=[CH2:26].C(=O)(O)[O-].[Na+]>[Cl-].C([N+](CCCC)(CCCC)CCCC)CCC.CN(C)C=O.O.C([O-])(=O)C.[Pd+2].C([O-])(=O)C>[CH2:1]([N:3]1[C:9]2[N:10]=[CH:11][C:12]([CH:26]=[CH:25][C:24]3[CH:23]=[C:22]([CH3:21])[CH:29]=[CH:28][CH:27]=3)=[CH:13][C:8]=2[C:7](=[O:15])[N:6]([CH3:16])[C:5]2[CH:17]=[CH:18][CH:19]=[N:20][C:4]1=2)[CH3:2] |f:2.3,4.5,8.9.10|. Procedure: A mixture of 5,11-dihydro-11-ethyl-8-iodo-5-methyl-6H-dipyrido[3,2-b:2',3'-e][1,4]diazepin-6-one (0.15 g, 0.4 mmol), 3-methylstyrene (0.05 mL, 0.4 mmol), palladium acetate (29 mg, 0.13 mmol), sodium bicarbonate (83 mg, 1.0 mmol), tetrabutylammonium chloride (0.11 g, 0.47 mmol), and 1 crystal of BHT in 2 mL of N,N-dimethylformamide was heated at 90° C. under argon for 4.5 hours. The reaction mixture was diluted with water and extracted with ethyl acetate. The organic layer was washed with saturat... The product is CCOC(=O)CCN1C(=O)c2ccc(C=O)cc2C1=O. Starting materials: CCOC(=O)CCN1C(=O)c2ccc(CBr)cc2C1=O, CS(C)=O, [K+], [K+], [K+], O, O=P([O-])([O-])O, O=P([O-])(O)O. Reaction SMILES: [Br:1][CH2:2][c:3]1[cH:4][c:5]2[c:9]([cH:10][cH:11]1)[C:8](=[O:12])[N:7]([CH2:13][CH2:14][C:15](=[O:16])[O:17][CH2:18][CH3:19])[C:6]2=[O:20].[CH3:34][S:35]([CH3:36])=[O:37].[K+:26].[K+:27].[K+:33].[OH2:38].[P:21](=[O:22])([O-:23])([O-:24])[OH:25].[P:28]([O-:29])([OH:30])([OH:31])=[O:32]>>[CH:2]([c:3]1[cH:4][c:5]2[c:9]([cH:10][cH:11]1)[C:8](=[O:12])[N:7]([CH2:13][CH2:14][C:15](=[O:16])[O:17][CH2:18][CH3:19])[C:6]2=[O:20])=[O:22]. The reactants are CCOC(=O)c1ccc2ncc(S(C)(=O)=O)c(O)c2c1, O=P(Cl)(Cl)Cl. Yields the product CCOC(=O)c1ccc2ncc(S(C)(=O)=O)c(Cl)c2c1. As a reaction SMILES: [CH2:1]([CH3:2])[O:3][C:4](=[O:5])[c:6]1[cH:7][c:8]2[c:9]([OH:20])[c:10]([S:16](=[O:17])(=[O:18])[CH3:19])[cH:11][n:12][c:13]2[cH:14][cH:15]1.[P:21]([Cl:22])([Cl:23])([Cl:24])=[O:25]>>[CH2:1]([CH3:2])[O:3][C:4](=[O:5])[c:6]1[cH:7][c:8]2[c:9]([Cl:23])[c:10]([S:16](=[O:17])(=[O:18])[CH3:19])[cH:11][n:12][c:13]2[cH:14][cH:15]1. Reactants: BrC1=CC=2C3=C(C=NC2C=C1)N(C(N3C=3C(=NN(C3)C)Cl)=O)C (8-bromo-1-(3-chloro-1-methyl-1H-pyrazol-4-yl)-3-methyl-1,3-dihydro-imidazo[4,5-c]quinolin-2-one), BrC1=CC=2C3=C(C=NC2C=C1)N(C(N3C=3C(=NN(C3)C)Cl)=O)C (8-bromo-1-(3-chloro-1-methyl-1H-pyrazol-4-yl)-3-methyl-1,3-dihydro-imidazo[4,5-c]quinolin-2-one), COC1=NC=C(C=C1C(=O)OC)B1OC(C)(C)C(C)(C)O1 (2-methoxy-3-(carbomethoxy)pyridine-5-boronic acid pinacol ester). Yields the product COC(C1=C(N=CC(=C1)C1=CC=2C3=C(C=NC2C=C1)N(C(N3C=3C(=NN(C3)C)Cl)=O)C)OC)=O (5-[1-(3-Chloro-1-methyl-1H-pyrazol-4-yl)-3-methyl-2-oxo-2,3-dihydro-1H-imidazo[4,5-c]quinolin-8-yl]-2-methoxy-nicotinic acid methyl ester). As a reaction SMILES: Br[C:2]1[CH:11]=[CH:10][C:9]2[N:8]=[CH:7][C:6]3[N:12]([CH3:23])[C:13](=[O:22])[N:14]([C:15]4[C:16]([Cl:21])=[N:17][N:18]([CH3:20])[CH:19]=4)[C:5]=3[C:4]=2[CH:3]=1.[CH3:24][O:25][C:26]1[C:31]([C:32]([O:34][CH3:35])=[O:33])=[CH:30][C:29](B2OC(C)(C)C(C)(C)O2)=[CH:28][N:27]=1>>[CH3:35][O:34][C:32](=[O:33])[C:31]1[CH:30]=[C:29]([C:2]2[CH:11]=[CH:10][C:9]3[N:8]=[CH:7][C:6]4[N:12]([CH3:23])[C:13](=[O:22])[N:14]([C:15]5[C:16]([Cl:21])=[N:17][N:18]([CH3:20])[CH:19]=5)[C:5]=4[C:4]=3[CH:3]=2)[CH:28]=[N:27][C:26]=1[O:25][CH3:24]. Reported procedure: The title compound was synthesized in a similar manner as described for Example 1 using 8-bromo-1-(3-chloro-1-methyl-1H-pyrazol-4-yl)-3-methyl-1,3-dihydro-imidazo[4,5-c]quinolin-2-one (Intermediate K) and 2-methoxy-3-(carbomethoxy)pyridine-5-boronic acid pinacol ester (Combi-Blocks, San Diego, USA) to give the title compound as a white solid. (HPLC: tR 2.75 min (Method A); M+H=479 MS-ES). Reactants: C(C)(=O)N[C@H](C(=O)N[C@H](C(=O)O)CC1=CC=C(C=C1)N1S(N(C(C1)=O)CC1=CC=C(C=C1)OC)(=O)=O)CC1=CC=CC=C1 ((S)-2-((S)-2-acetylamino-3-phenyl-propionylamino)-3-{4-[5-(4-methoxy-benzyl)-1,1,4-trioxo-1,2,5-thiadiazolidin-2-yl]-phenyl}-propionic acid), CCN=C=NCCCN(C)C.Cl (EDCl), TEA, C(C)(C)(C)OC(CC1=CC=C(C=C1)CCN)=O ([4-(2-amino-ethyl)phenyl]-acetic acid t-butyl ester), C=1C=CC2=C(C1)N=NN2O (HOBt). The solvent is CCOC(=O)C (EtOAc), CN(C)C=O (DMF), CN(C)C=O.C(Cl)Cl (DMF CH2Cl2), C(Cl)Cl (CH2Cl2), C(Cl)Cl (CH2Cl2). Reaction conditions: time 3 hour. Yields the product C(C)(C)(C)OC(CC1=CC=C(C=C1)CCNC([C@H](CC1=CC=C(C=C1)N1S(N(C(C1)=O)CC1=CC=C(C=C1)OC)(=O)=O)NC([C@H](CC1=CC=CC=C1)NC(C)=O)=O)=O)=O ({4-[2-((S)-2-((S)-2-acetylamino-3-phenyl-propionylamino)-3-{4-[5-(4-methoxy-benzyl)-1,1,4-trioxo-1,2,5-thiadiazolidin-2-yl]-phenyl}-propionylamino)-ethyl]-phenyl}-acetic acid t-butyl ester). RXN SMILES: [C:1]([NH:4][C@@H:5]([CH2:37][C:38]1[CH:43]=[CH:42][CH:41]=[CH:40][CH:39]=1)[C:6]([NH:8][C@@H:9]([CH2:13][C:14]1[CH:19]=[CH:18][C:17]([N:20]2[CH2:24][C:23](=[O:25])[N:22]([CH2:26][C:27]3[CH:32]=[CH:31][C:30]([O:33][CH3:34])=[CH:29][CH:28]=3)[S:21]2(=[O:36])=[O:35])=[CH:16][CH:15]=1)[C:10](O)=[O:11])=[O:7])(=[O:3])[CH3:2].[C:44]([O:48][C:49](=[O:60])[CH2:50][C:51]1[CH:56]=[CH:55][C:54]([CH2:57][CH2:58][NH2:59])=[CH:53][CH:52]=1)([CH3:47])([CH3:46])[CH3:45].C1C=CC2N(O)N=NC=2C=1.CCN=C=NCCCN(C)C.Cl>CN(C=O)C.C(Cl)Cl.CN(C=O)C.C(Cl)Cl.CCOC(C)=O>[C:44]([O:48][C:49](=[O:60])[CH2:50][C:51]1[CH:52]=[CH:53][C:54]([CH2:57][CH2:58][NH:59][C:10](=[O:11])[C@@H:9]([NH:8][C:6](=[O:7])[C@@H:5]([NH:4][C:1](=[O:3])[CH3:2])[CH2:37][C:38]2[CH:39]=[CH:40][CH:41]=[CH:42][CH:43]=2)[CH2:13][C:14]2[CH:19]=[CH:18][C:17]([N:20]3[CH2:24][C:23](=[O:25])[N:22]([CH2:26][C:27]4[CH:32]=[CH:31][C:30]([O:33][CH3:34])=[CH:29][CH:28]=4)[S:21]3(=[O:36])=[O:35])=[CH:16][CH:15]=2)=[CH:55][CH:56]=1)([CH3:45])([CH3:47])[CH3:46] |f:3.4,7.8|. Procedure details: The title C compound, (S)-2-((S)-2-acetylamino-3-phenyl-propionylamino)-3-{4-[5-(4-methoxy-benzyl)-1,1,4-trioxo-1,2,5-thiadiazolidin-2-yl]-phenyl}-propionic acid (83.4 mg, 0.137 mmol) is dissolved in DMF (2 mL) and a solution of [4-(2-amino-ethyl)phenyl]-acetic acid t-butyl ester (32.2 mg, 0.137 mmol) in CH2Cl2 (0.5 mL) is added followed by a solution of HOBt (21.9 mg, 0.143 mmol) in DMF:CH2Cl2 (50:50, 0.5 mL), and finally EDCl (27.6 mg, 0.143 mmol) and TEA (0.020 mL, 0.143 mmol) as a slurry in ...